Dataset: the Open Reaction Database (ORD), a public repository of structured organic reaction records. Task: describe an organic reaction: reactants, conditions, products, and yield Reactants: [Br-], C1CCOC1, [Li]CCCC, C[P+](c1ccccc1)(c1ccccc1)c1ccccc1, O=Cc1cc(-c2cc(Cl)ccn2)cs1, O. The product is C=Cc1cc(-c2cc(Cl)ccn2)cs1. RXN SMILES: [Br-:21].[CH2:42]1[O:43][CH2:44][CH2:45][CH2:46]1.[CH3:1][CH2:2][CH2:3][CH2:4][Li:5].[CH3:22][P+:23]([c:24]1[cH:25][cH:26][cH:27][cH:28][cH:29]1)([c:30]1[cH:31][cH:32][cH:33][cH:34][cH:35]1)[c:36]1[cH:37][cH:38][cH:39][cH:40][cH:41]1.[Cl:6][c:7]1[cH:8][c:9](-[c:13]2[cH:14][c:15]([CH:18]=[O:19])[s:16][cH:17]2)[n:10][cH:11][cH:12]1.[OH2:20]>>[CH2:1]=[CH:18][c:15]1[cH:14][c:13](-[c:9]2[cH:8][c:7]([Cl:6])[cH:12][cH:11][n:10]2)[cH:17][s:16]1. Reactants: ON1C(=NC(=C1C=1C=NC=CC1)CC)C1=CC(=C(C=C1)OC)OC (1-hydroxy-2-(3,4-dimethoxyphenyl)-4-ethyl-5-(3-pyridyl)imidazole), P(Cl)(Cl)Cl (phosphorus trichloride), C([O-])(O)=O.[Na+] (sodium bicarbonate), O (water). Solvent: CN(C=O)C (N,N-dimethylformamide). Run at time 2 hour. The product is COC=1C=C(C=CC1OC)C=1NC(=C(N1)CC)C=1C=NC=CC1 (2-(3,4-dimethoxyphenyl)-4-ethyl-5-(3-pyridyl)imidazole). Yield: 50.3%. Reaction SMILES: O[N:2]1[C:6]([C:7]2[CH:8]=[N:9][CH:10]=[CH:11][CH:12]=2)=[C:5]([CH2:13][CH3:14])[N:4]=[C:3]1[C:15]1[CH:20]=[CH:19][C:18]([O:21][CH3:22])=[C:17]([O:23][CH3:24])[CH:16]=1.P(Cl)(Cl)Cl.O.C(=O)(O)[O-].[Na+]>CN(C)C=O>[CH3:24][O:23][C:17]1[CH:16]=[C:15]([C:3]2[NH:2][C:6]([C:7]3[CH:8]=[N:9][CH:10]=[CH:11][CH:12]=3)=[C:5]([CH2:13][CH3:14])[N:4]=2)[CH:20]=[CH:19][C:18]=1[O:21][CH3:22] |f:3.4|. Procedure: To a solution of 1-hydroxy-2-(3,4-dimethoxyphenyl)-4-ethyl-5-(3-pyridyl)imidazole (1.86 g) in N,N-dimethylformamide (38 ml) was added phosphorus trichloride (0.10 ml) under ice-cooling. The mixture was stirred for 2 hours at 5° to 10° C. The reaction mixture was poured into water, neutralized with aqueous sodium bicarbonate, and extracted with ethyl acetate. The extract was washed with water, dried, and evaporated. The residue was subjected to column chromatography on silica gel eluting with a m... Reactants: C[Si](C)(C)CCOCn1cc(C(=O)NC(C(=O)N2CC(C#N)C2)C2CC2)c2nc(Br)cnc21, CCOC(C)=O, CCCC[Sn](CCCC)(CCCC)c1cc2nccc(Cl)c2s1, [Cu]I, CN(C)C=O, c1ccc(P(c2ccccc2)(c2ccccc2)[Pd](P(c2ccccc2)(c2ccccc2)c2ccccc2)(P(c2ccccc2)(c2ccccc2)c2ccccc2)P(c2ccccc2)(c2ccccc2)c2ccccc2)cc1. Yields the product C[Si](C)(C)CCOCn1cc(C(=O)NC(C(=O)N2CC(C#N)C2)C2CC2)c2nc(-c3cc4nccc(Cl)c4s3)cnc21. As a reaction SMILES: [C:1](#[N:2])[CH:3]1[CH2:4][N:5]([C:7]([CH:8]([CH:9]2[CH2:10][CH2:11]2)[NH:12][C:13](=[O:14])[c:15]2[cH:16][n:17]([CH2:25][O:26][CH2:27][CH2:28][Si:29]([CH3:30])([CH3:31])[CH3:32])[c:18]3[n:19][cH:20][c:21]([Br:24])[n:22][c:23]23)=[O:33])[CH2:6]1.[CH3:57][CH2:58][O:59][C:60]([CH3:61])=[O:62].[Cl:34][c:35]1[c:36]2[c:37]([n:38][cH:39][cH:40]1)[cH:41][c:42]([Sn:44]([CH2:45][CH2:46][CH2:47][CH3:48])([CH2:49][CH2:50][CH2:51][CH3:52])[CH2:53][CH2:54][CH2:55][CH3:56])[s:43]2.[Cu:68][I:69].[O:63]=[CH:64][N:65]([CH3:66])[CH3:67].[cH:70]1[cH:71][cH:72][c:73]([P:74]([Pd:75]([P:76]([c:77]2[cH:78][cH:79][cH:80][cH:81][cH:82]2)([c:83]2[cH:84][cH:85][cH:86][cH:87][cH:88]2)[c:89]2[cH:90][cH:91][cH:92][cH:93][cH:94]2)([P:95]([c:96]2[cH:97][cH:98][cH:99][cH:100][cH:101]2)([c:102]2[cH:103][cH:104][cH:105][cH:106][cH:107]2)[c:108]2[cH:109][cH:110][cH:111][cH:112][cH:113]2)[P:114]([c:115]2[cH:116][cH:117][cH:118][cH:119][cH:120]2)([c:121]2[cH:122][cH:123][cH:124][cH:125][cH:126]2)[c:127]2[cH:128][cH:129][cH:130][cH:131][cH:132]2)([c:133]2[cH:134][cH:135][cH:136][cH:137][cH:138]2)[c:139]2[cH:140][cH:141][cH:142][cH:143][cH:144]2)[cH:145][cH:146]1>>[C:1](#[N:2])[CH:3]1[CH2:4][N:5]([C:7]([CH:8]([CH:9]2[CH2:10][CH2:11]2)[NH:12][C:13](=[O:14])[c:15]2[cH:16][n:17]([CH2:25][O:26][CH2:27][CH2:28][Si:29]([CH3:30])([CH3:31])[CH3:32])[c:18]3[n:19][cH:20][c:21](-[c:42]4[cH:41][c:37]5[c:36]([c:35]([Cl:34])[cH:40][cH:39][n:38]5)[s:43]4)[n:22][c:23]23)=[O:33])[CH2:6]1. Reaction SMILES: [CH3:35][CH2:36][OH:37].[H:32][H:33].[Pd:34].[c:1]1([C:7]([C:8](=[O:9])[O:10][CH2:11][CH3:12])([OH:13])[C:14]#[C:15][c:16]2[cH:17][cH:18][cH:19][cH:20][cH:21]2)[cH:2][cH:3][cH:4][cH:5][cH:6]1.[cH:22]1[cH:23][c:24]2[c:25]([n:26][cH:27][cH:28][cH:29]2)[cH:30][cH:31]1>>[c:1]1([C:7]([C:8](=[O:9])[O:10][CH2:11][CH3:12])([OH:13])[CH:14]=[CH:15][c:16]2[cH:17][cH:18][cH:19][cH:20][cH:21]2)[cH:2][cH:3][cH:4][cH:5][cH:6]1. Yields the product CCOC(=O)C(O)(C=Cc1ccccc1)c1ccccc1. The reactants are CCO, [H][H], [Pd], CCOC(=O)C(O)(C#Cc1ccccc1)c1ccccc1, c1ccc2ncccc2c1. Starting materials: COC(C(=O)NC1=CC(=CC=C1)OCCCCCOC1=C(C(=C(C=C1)C(C)=O)O)CCC)=O (N-[3-(5-[4-acetyl-3-hydroxy-2-n-propylphenoxy]-pentyloxy)-phenyl]-oxamic acid methyl ester). Solvent: C1(=CC=CC=C1)C (toluene). Yields the product C(C)(=O)C1=C(C(=C(OCCCCCOC=2C=C(C=CC2)NC(C(=O)O)=O)C=C1)CCC)O (N-{3-[5-(4-acetyl-3-hydroxy-2-n-propylphenoxy)-pentyloxy]-phenyl}-oxamic acid). RXN SMILES: C[O:2][C:3](=[O:33])[C:4]([NH:6][C:7]1[CH:12]=[CH:11][CH:10]=[C:9]([O:13][CH2:14][CH2:15][CH2:16][CH2:17][CH2:18][O:19][C:20]2[CH:25]=[CH:24][C:23]([C:26](=[O:28])[CH3:27])=[C:22]([OH:29])[C:21]=2[CH2:30][CH2:31][CH3:32])[CH:8]=1)=[O:5]>C1(C)C=CC=CC=1>[C:26]([C:23]1[CH:24]=[CH:25][C:20]([O:19][CH2:18][CH2:17][CH2:16][CH2:15][CH2:14][O:13][C:9]2[CH:8]=[C:7]([NH:6][C:4](=[O:5])[C:3]([OH:33])=[O:2])[CH:12]=[CH:11][CH:10]=2)=[C:21]([CH2:30][CH2:31][CH3:32])[C:22]=1[OH:29])(=[O:28])[CH3:27]. Procedure details: starting from N-[3-(5-[4-acetyl-3-hydroxy-2-n-propylphenoxy]-pentyloxy)-phenyl]-oxamic acid methyl ester there is obtained N-{3-[5-(4-acetyl-3-hydroxy-2-n-propylphenoxy)-pentyloxy]-phenyl}-oxamic acid having a melting point of 117°-118° (toluene) and the triethanolammonium salt thereof, Starting materials: C(C)N1C2=C(NC(C3=C1N=CC=C3)=O)C(=CC(=N2)N2CC(CC2)O)C (5,11-dihydro-11-ethyl-2-(3- hydroxypyrrolidin-1-yl)-4-methyl-6H-dipyrido[3,2-b:2',3'-e][1,4]diazepin-6-one), C(C)(=O)OC(C)=O (acetic anhydride). Product: C(C)(=O)OC1CN(CC1)C=1C=C(C=2NC(C3=C(N(C2N1)CC)N=CC=C3)=O)C (2-(3Acetoxypyrrolidin-1-yl)-5,11-dihydro-11-ethyl-4-methyl-6H-dipyrido[3,2-b:2',3'-e][1,4]diazepin-6-one). Reaction SMILES: [CH2:1]([N:3]1[C:9]2[N:10]=[CH:11][CH:12]=[CH:13][C:8]=2[C:7](=[O:14])[NH:6][C:5]2[C:15]([CH3:25])=[CH:16][C:17]([N:19]3[CH2:23][CH2:22][CH:21]([OH:24])[CH2:20]3)=[N:18][C:4]1=2)[CH3:2].[C:26](OC(=O)C)(=[O:28])[CH3:27]>>[C:26]([O:24][CH:21]1[CH2:22][CH2:23][N:19]([C:17]2[CH:16]=[C:15]([CH3:25])[C:5]3[NH:6][C:7](=[O:14])[C:8]4[CH:13]=[CH:12][CH:11]=[N:10][C:9]=4[N:3]([CH2:1][CH3:2])[C:4]=3[N:18]=2)[CH2:20]1)(=[O:28])[CH3:27]. Reported procedure: The title compound, m.p. 188°-189.5° C., was synthesized from 5,11-dihydro-11-ethyl-2-(3- hydroxypyrrolidin-1-yl)-4-methyl-6H-dipyrido[3,2-b:2',3'-e][1,4]diazepin-6-one and acetic anhydride using procedures analogous to those described above. The product was chromatographed over silica gel with ethyl acetate/hexane, and was then crystallized from diisopropyl ether. Starting materials: C([O-])(O)=O.[Na+] (sodium bicarbonate), C(CCC)OCCOC1=CC=C(C=C1)C=1C=CC2=C(C=C(CCN2)C(=O)NC2=CC(=C(C=C2)C(C2=[N+](C=CC(=C2)C)[O-])O)C(F)(F)F)C1 (7-[4-(2-butoxyethoxy)phenyl]-N-[4-[hydroxy(4-methyl-1-oxidopyridin-2-yl)methyl]-3-trifluoromethylphenyl]-2,3-dihydro-1H-1-benzazepine-4-carboxamide), isobutylaldehyde, triacetoxy sodium borohydride. Run in ClCCCl (1,2-dichloroethane). Run at time 8 hour. Product: C(CCC)OCCOC1=CC=C(C=C1)C=1C=CC2=C(C=C(CCN2CC(C)C)C(=O)NC2=CC(=C(C=C2)C(C2=[N+](C=CC(=C2)C)[O-])O)C(F)(F)F)C1 (7-[4-(2-butoxyethoxy)phenyl]-1-isobutyl-N-[4-[hydroxy(4-methyl-1-oxidopyridin-2-yl)methyl]-3-trifluoromethylphenyl]-2,3-dihydro-1H-1-benzazepine-4-carboxamide). Isolated yield 184.4%. As a reaction SMILES: [CH2:1]([O:5][CH2:6][CH2:7][O:8][C:9]1[CH:14]=[CH:13][C:12]([C:15]2[CH:16]=[CH:17][C:18]3[NH:24][CH2:23][CH2:22][C:21]([C:25]([NH:27][C:28]4[CH:33]=[CH:32][C:31]([CH:34]([OH:43])[C:35]5[CH:40]=[C:39]([CH3:41])[CH:38]=[CH:37][N+:36]=5[O-:42])=[C:30]([C:44]([F:47])([F:46])[F:45])[CH:29]=4)=[O:26])=[CH:20][C:19]=3[CH:48]=2)=[CH:11][CH:10]=1)[CH2:2][CH2:3][CH3:4].C(=O)(O)[O-].[Na+]>ClCCCl>[CH2:1]([O:5][CH2:6][CH2:7][O:8][C:9]1[CH:10]=[CH:11][C:12]([C:15]2[CH:16]=[CH:17][C:18]3[N:24]([CH2:11][CH:12]([CH3:15])[CH3:13])[CH2:23][CH2:22][C:21]([C:25]([NH:27][C:28]4[CH:33]=[CH:32][C:31]([CH:34]([OH:43])[C:35]5[CH:40]=[C:39]([CH3:41])[CH:38]=[CH:37][N+:36]=5[O-:42])=[C:30]([C:44]([F:47])([F:45])[F:46])[CH:29]=4)=[O:26])=[CH:20][C:19]=3[CH:48]=2)=[CH:13][CH:14]=1)[CH2:2][CH2:3][CH3:4] |f:1.2|. Procedure details: 7-[4-(2-butoxyethoxy)phenyl]-N-[4-[hydroxy(4-methyl-1-oxidopyridin-2-yl)methyl]-3-trifluoromethylphenyl]-2,3-dihydro-1H-1-benzazepine-4-carboxamide (0.3 g) and isobutylaldehyde (0.22 ml) were dissolved in 1,2-dichloroethane (25 ml), and to the solution, triacetoxy sodium borohydride (0.48 g) was added under ice-cooling and the mixture was stirred overnight at room temperature. The mixture was neutralized with solution of sodium bicarbonate, concentrated, and extracted with ethyl acetate. The org... Reactants: CC1(OB(OC1(C)C)C1=CC=C(C=C1)C1(CCOCC1)C#N)C (4-(4-(4,4,5,5-tetramethyl-1,3,2-dioxaborolan-2-yl)phenyl)tetrahydro-2H-pyran-4-carbonitrile), C(=O)([O-])[O-].[Na+].[Na+] (Na2CO3), BrC=1N=CC(=NC1)N (5-bromopyrazin-2-amine). Reagents/catalysts: C=1C=CC(=CC1)[P](C=2C=CC=CC2)(C=3C=CC=CC3)[Pd]([P](C=4C=CC=CC4)(C=5C=CC=CC5)C=6C=CC=CC6)([P](C=7C=CC=CC7)(C=8C=CC=CC8)C=9C=CC=CC9)[P](C=1C=CC=CC1)(C=1C=CC=CC1)C=1C=CC=CC1 (Pd(PPh3)4). The solvent is CCCCO (n-BuOH). Run at temperature 90 celsius. The product is NC=1N=CC(=NC1)C1=CC=C(C=C1)C1(CCOCC1)C#N (4-(4-(5-aminopyrazin-2-yl)phenyl)tetrahydro-2H-pyran-4-carbonitrile). Yield: 79.3%. Reaction SMILES: CC1(C)C(C)(C)OB([C:9]2[CH:14]=[CH:13][C:12]([C:15]3([C:21]#[N:22])[CH2:20][CH2:19][O:18][CH2:17][CH2:16]3)=[CH:11][CH:10]=2)O1.C([O-])([O-])=O.[Na+].[Na+].Br[C:31]1[N:32]=[CH:33][C:34]([NH2:37])=[N:35][CH:36]=1>CCCCO.C1C=CC([P]([Pd]([P](C2C=CC=CC=2)(C2C=CC=CC=2)C2C=CC=CC=2)([P](C2C=CC=CC=2)(C2C=CC=CC=2)C2C=CC=CC=2)[P](C2C=CC=CC=2)(C2C=CC=CC=2)C2C=CC=CC=2)(C2C=CC=CC=2)C2C=CC=CC=2)=CC=1>[NH2:37][C:34]1[N:35]=[CH:36][C:31]([C:9]2[CH:10]=[CH:11][C:12]([C:15]3([C:21]#[N:22])[CH2:16][CH2:17][O:18][CH2:19][CH2:20]3)=[CH:13][CH:14]=2)=[N:32][CH:33]=1 |f:1.2.3,^1:46,48,67,86|. Reported procedure: A solution of 4-(4-(4,4,5,5-tetramethyl-1,3,2-dioxaborolan-2-yl)phenyl)tetrahydro-2H-pyran-4-carbonitrile (1.53 g, 4.86 mmol), Pd(PPh3)4 (271 mg, 0.24 mmol), 2.0 M aq. Na2CO3 (4.9 mL) and the 5-bromopyrazin-2-amine (846 mg, 4.86 mmol) were combined in n-BuOH (20 mL). The slurry was degassed for 10 min under a bubbling stream of anhydrous nitrogen, then heated at 90° C. for 2 h. The resulting mixture was filtered, concentrated and purified by flash chromatography on silica (1-5% MeOH/DCM eluent) ... The reactants are [Al+3], N#CCC1CC2CC(c3ccc(F)cc3)OC2O1, C1CCOC1, [H-], [H-], [H-], [H-], [Li+], [Na+], [OH-], O. The product is NCCC1CC2CC(c3ccc(F)cc3)OC2O1. As a reaction SMILES: [Al+3:2].[C:7](#[N:8])[CH2:9][CH:10]1[CH2:11][CH:12]2[CH:13]([O:14][CH:15]([c:17]3[cH:18][cH:19][c:20]([F:23])[cH:21][cH:22]3)[CH2:16]2)[O:24]1.[CH2:28]1[O:29][CH2:30][CH2:31][CH2:32]1.[H-:1].[H-:4].[H-:5].[H-:6].[Li+:3].[Na+:27].[OH-:26].[OH2:25]>>[CH2:7]([NH2:8])[CH2:9][CH:10]1[CH2:11][CH:12]2[CH:13]([O:14][CH:15]([c:17]3[cH:18][cH:19][c:20]([F:23])[cH:21][cH:22]3)[CH2:16]2)[O:24]1. Starting materials: O=C([O-])O, CN(C)C(=O)c1cncc(Cl)n1, CC#N, Cc1ccccc1, CC1(C)OB(c2cnc3c(c(-c4ccc(F)cc4)cn3COCC[Si](C)(C)C)c2Cl)OC1(C)C, [Na+]. Yields the product CN(C)C(=O)c1cncc(-c2cnc3c(c(-c4ccc(F)cc4)cn3COCC[Si](C)(C)C)c2Cl)n1. As a reaction SMILES: [C:47](=[O:48])([OH:49])[O-:50].[CH3:35][N:36]([C:37](=[O:38])[c:39]1[n:40][c:41]([Cl:45])[cH:42][n:43][cH:44]1)[CH3:46].[CH3:52][C:53]#[N:54].[CH3:55][c:56]1[cH:57][cH:58][cH:59][cH:60][cH:61]1.[Cl:1][c:2]1[c:3]2[c:4]([n:5][cH:6][c:7]1[B:8]1[O:9][C:10]([CH3:11])([CH3:12])[C:13]([CH3:14])([CH3:15])[O:16]1)[n:17]([CH2:27][O:28][CH2:29][CH2:30][Si:31]([CH3:32])([CH3:33])[CH3:34])[cH:18][c:19]2-[c:20]1[cH:21][cH:22][c:23]([F:26])[cH:24][cH:25]1.[Na+:51]>>[Cl:1][c:2]1[c:3]2[c:4]([n:5][cH:6][c:7]1-[c:41]1[n:40][c:39]([C:37]([N:36]([CH3:35])[CH3:46])=[O:38])[cH:44][n:43][cH:42]1)[n:17]([CH2:27][O:28][CH2:29][CH2:30][Si:31]([CH3:32])([CH3:33])[CH3:34])[cH:18][c:19]2-[c:20]1[cH:21][cH:22][c:23]([F:26])[cH:24][cH:25]1.